From a dataset of the Open Reaction Database (ORD), a public repository of structured organic reaction records. describe an organic reaction: reactants, conditions, products, and yield The reactants are [H][H] (hydrogen), [N+](=O)([O-])C1=CC=C(C2=CC=CC=C12)OC1=CC(=NC=C1)NC(=O)N1CCN(CC1)C (N-(4-(4-nitronaphthalen-1-yloxy)pyridin-2-yl)-4-methylpiperazine-1-carboxamide). The reagents and catalysts are [Pt] (Pt/C). Solvent: C(Cl)Cl.CO (DCM MeOH). The product is NC1=CC=C(C2=CC=CC=C12)OC1=CC(=NC=C1)NC(=O)N1CCN(CC1)C (N-(4-(4-Aminonaphthalen-1-yloxy)pyridin-2-yl)-4-methylpiperazine-1-carboxamide), Intermediate D6. As a reaction SMILES: [N+:1]([C:4]1[C:13]2[C:8](=[CH:9][CH:10]=[CH:11][CH:12]=2)[C:7]([O:14][C:15]2[CH:20]=[CH:19][N:18]=[C:17]([NH:21][C:22]([N:24]3[CH2:29][CH2:28][N:27]([CH3:30])[CH2:26][CH2:25]3)=[O:23])[CH:16]=2)=[CH:6][CH:5]=1)([O-])=O.[H][H]>C(Cl)Cl.CO.[Pt]>[NH2:1][C:4]1[C:13]2[C:8](=[CH:9][CH:10]=[CH:11][CH:12]=2)[C:7]([O:14][C:15]2[CH:20]=[CH:19][N:18]=[C:17]([NH:21][C:22]([N:24]3[CH2:29][CH2:28][N:27]([CH3:30])[CH2:26][CH2:25]3)=[O:23])[CH:16]=2)=[CH:6][CH:5]=1 |f:2.3|. Procedure: A solution of the urea product, obtained above, (130 mg, 0.32 mmol) in DCM/MeOH (1:1 v/v, 40 mL) was subjected to hydrogenation by passage through a Thales H-cube (1.0 mL min−1, 25° C., 70 mm, 10% Pt/C Cat-Cart, full hydrogen mode) and was then evaporated in vacuo. The residue was partitioned between DCM (10 mL) and sat. aq NaHCO3 and the organic layer was separated and washed with brine (10 mL), dried and evaporated in vacuo to afford the title compound, Intermediate D6, as a red solid (87 mg, ... Starting materials: C(C)(=O)O[C@H]1CCN(C2=NC(=C(N=C21)C2=CC=CC=C2)C2=CC=CC=C2)CCCCCCC(=O)OCC ((S)-Ethyl 7-(8-acetoxy-2,3-diphenyl-7,8-dihydropyrido[2,3-b]pyrazin-5(6H)-yl)heptanoate), [Li+].[OH-] (LiOH). Product: O[C@H]1CCN(C2=NC(=C(N=C21)C2=CC=CC=C2)C2=CC=CC=C2)CCCCCCC(=O)O ((S)-7-(8-Hydroxy-2,3-diphenyl-7,8-dihydropyrido[2,3-b]pyrazin-5(6H)-yl)heptanoic acid). As a reaction SMILES: C([O:4][C@@H:5]1[C:14]2[C:9](=[N:10][C:11]([C:21]3[CH:26]=[CH:25][CH:24]=[CH:23][CH:22]=3)=[C:12]([C:15]3[CH:20]=[CH:19][CH:18]=[CH:17][CH:16]=3)[N:13]=2)[N:8]([CH2:27][CH2:28][CH2:29][CH2:30][CH2:31][CH2:32][C:33]([O:35]CC)=[O:34])[CH2:7][CH2:6]1)(=O)C.[Li+].[OH-]>>[OH:4][C@@H:5]1[C:14]2[C:9](=[N:10][C:11]([C:21]3[CH:22]=[CH:23][CH:24]=[CH:25][CH:26]=3)=[C:12]([C:15]3[CH:20]=[CH:19][CH:18]=[CH:17][CH:16]=3)[N:13]=2)[N:8]([CH2:27][CH2:28][CH2:29][CH2:30][CH2:31][CH2:32][C:33]([OH:35])=[O:34])[CH2:7][CH2:6]1 |f:1.2|. Procedure details: The title compound was prepared from (S)-ethyl 7-(8-acetoxy-2,3-diphenyl-7,8-dihydropyrido[2,3-b]pyrazin-5(6H)-yl)heptanoate (step 1) and LiOH analogously to Example 9.1; Reactants: BrCC(=O)NC1=CC(=CC=C1)C1=NC2=CC=CC=C2N=C1 (2-bromo-N-(3-(quinoxalin-2-yl)phenyl)acetamide), OC1CCNCC1 (4-hydroxypiperidine). The solvent is C(C)(C)O (isopropanol). Product: OC1CCN(CC1)CC(=O)NC1=CC(=CC=C1)C1=NC2=CC=CC=C2N=C1 (2-(4-hydroxypiperidin-1-yl)-N-(3-(quinoxalin-2-yl)phenyl)acetamide). Yield: 26.4%. As a reaction SMILES: Br[CH2:2][C:3]([NH:5][C:6]1[CH:11]=[CH:10][CH:9]=[C:8]([C:12]2[CH:21]=[N:20][C:19]3[C:14](=[CH:15][CH:16]=[CH:17][CH:18]=3)[N:13]=2)[CH:7]=1)=[O:4].[OH:22][CH:23]1[CH2:28][CH2:27][NH:26][CH2:25][CH2:24]1>C(O)(C)C>[OH:22][CH:23]1[CH2:28][CH2:27][N:26]([CH2:2][C:3]([NH:5][C:6]2[CH:11]=[CH:10][CH:9]=[C:8]([C:12]3[CH:21]=[N:20][C:19]4[C:14](=[CH:15][CH:16]=[CH:17][CH:18]=4)[N:13]=3)[CH:7]=2)=[O:4])[CH2:25][CH2:24]1. Procedure: A mixture of 2-bromo-N-(3-(quinoxalin-2-yl)phenyl)acetamide (93 mg, 0.272 mmol) and 4-hydroxypiperidine (138 mg, 1.35 mmol) in isopropanol (5 mL) was heated at reflux for 1 h. The solvent was evaporated in vacuo and the crude reaction mixture was purified by preparative LCMS to afford 2-(4-hydroxypiperidin-1-yl)-N-(3-(quinoxalin-2-yl)phenyl)acetamide (26 mg, 26% yield). LCMS calculated for C21H22N4O2 (M+H): 363.43. found 363.40. 1H-NMR (CD3CN, 400 Mhz) δH: 9.55 (1H, br.), 9.25 (1H, s), 8.40 (1H,... Reactants: C(C)(C)(C)OC(=O)N1CCC(CC1)C1OC2=C(C1)C=C(C=C2)Br (4-(5-bromo-2,3-dihydro-benzofuran-2-yl)-piperidine-1-carboxylic acid tert-butyl ester), COC(=O)C1=CC=C(C=C1)B(O)O (4-(methoxycarbonyl)phenyl boronic acid), C(=O)([O-])[O-].[Na+].[Na+] (Na2CO3). Run in CN(C=O)C (N,N-dimethylformamide). Run at temperature 90 celsius, time 5 hour. Product: COC(C1=CC=C(C=C1)C=1C=CC2=C(CC(O2)C2CCNCC2)C1)=O (4-(2-Piperidin-4-yl-2,3-dihydro-benzofuran-5-yl)-benzoic acid methyl ester). Reaction SMILES: C(OC([N:8]1[CH2:13][CH2:12][CH:11]([CH:14]2[CH2:18][C:17]3[CH:19]=[C:20](Br)[CH:21]=[CH:22][C:16]=3[O:15]2)[CH2:10][CH2:9]1)=O)(C)(C)C.[CH3:24][O:25][C:26]([C:28]1[CH:33]=[CH:32][C:31](B(O)O)=[CH:30][CH:29]=1)=[O:27].C([O-])([O-])=O.[Na+].[Na+]>CN(C)C=O>[CH3:24][O:25][C:26](=[O:27])[C:28]1[CH:33]=[CH:32][C:31]([C:20]2[CH:21]=[CH:22][C:16]3[O:15][CH:14]([CH:11]4[CH2:10][CH2:9][NH:8][CH2:13][CH2:12]4)[CH2:18][C:17]=3[CH:19]=2)=[CH:30][CH:29]=1 |f:2.3.4|. Procedure details: To a mixture of 4-(5-bromo-2,3-dihydro-benzofuran-2-yl)-piperidine-1-carboxylic acid tert-butyl ester (1.00 g) and 4-(methoxycarbonyl)phenyl boronic acid (565 mg) in N,N-dimethylformamide (50 mL) a 2 M aqueous Na2CO3 solution (3.27 mL) is added. The mixture is sparged with argon for 10 min and PdCl2[1,1′-bis(diphenylphosphino)-ferrocene].CH2Cl2 complex (213 mg) is added. The resulting mixture is stirred for 5 h at 90° C. After cooling to room temperature water (50 mL) and ethyl acetate (100 mL) ... Reactants: CN(C)C=O, CC(COc1ccc(CC2SC(=O)NC2=O)cc1)NCC(O)CSc1ccccc1. RXN SMILES: [CH3:31][N:32]([CH:33]=[O:34])[CH3:35].[c:1]1([S:7][CH2:8][CH:9]([CH2:10][NH:11][CH:12]([CH2:13][O:14][c:15]2[cH:16][cH:17][c:18]([CH2:19][CH:20]3[C:21](=[O:26])[NH:22][C:23](=[O:25])[S:24]3)[cH:27][cH:28]2)[CH3:29])[OH:30])[cH:2][cH:3][cH:4][cH:5][cH:6]1>>[c:1]1([S:7][CH2:8][CH:9]2[CH2:10][N:11]([CH:12]([CH2:13][O:14][c:15]3[cH:16][cH:17][c:18]([CH2:19][CH:20]4[C:21](=[O:26])[NH:22][C:23](=[O:25])[S:24]4)[cH:27][cH:28]3)[CH3:29])[C:33](=[O:34])[O:30]2)[cH:2][cH:3][cH:4][cH:5][cH:6]1. Product: CC(COc1ccc(CC2SC(=O)NC2=O)cc1)N1CC(CSc2ccccc2)OC1=O.